This data is from the Open Reaction Database (ORD), a public repository of structured organic reaction records. The task is: describe an organic reaction: reactants, conditions, products, and yield Reactants: CN(C=O)C (dimethylformamide), N1C=NC=C1 (imidazole), [Si](C)(C)(C(C)(C)C)Cl (t-butyldimethylsilyl chloride), oil, C(C)OCC (diethyl ether). Conditions: time 12 hour. Yields the product [Si](C)(C)(C(C)(C)C)OC1C=CC(C1)O (4-(t-Butyldimethylsilyloxy)-cyclopent-2-ene-1-ol). Reaction SMILES: CN(C)[CH:3]=[O:4].N1[CH:10]=[CH:9]N=C1.[Si:11](Cl)([C:14]([CH3:17])([CH3:16])[CH3:15])([CH3:13])[CH3:12].C([O:21][CH2:22][CH3:23])C>>[Si:11]([O:21][CH:22]1[CH2:23][CH:3]([OH:4])[CH:10]=[CH:9]1)([C:14]([CH3:17])([CH3:16])[CH3:15])([CH3:13])[CH3:12]. Procedure details: To 1.592 g (15.9 mmol) of the oil, prepared as described in the preceding paragraph, was added successively 20 mL dimethylformamide, 1.51 g (22.3 mmol) imidazole, and 2.39 g (15.9 mmol) t-butyldimethylsilyl chloride. The resulting solution was stirred for 12 hrs, diluted with 100 mL of diethyl ether, and extracted 6×(i.e., six times), each with 2 mL water. The organic phase was dried over MgSO4, filtered, and concentrated. Chromatography on a 2×18 cm column, packed with hexane and eluted with 10... Reactants: C(C)(C)C1=C(N)C=CC=C1 (2-isopropylaniline), Cl.ClCCNCCCl (bis(2-chloroethyl)amine hydrochloride), C([O-])([O-])=O.[Na+].[Na+] (sodium carbonate). Solvent: C(CCC)O (n-butanol). Conditions: time 48 hour. Yields the product CC(C)C1=C(C=CC=C1)N1CCNCC1 (1-[2-(methylethyl)phenyl]piperazine). The yield is 30.1%. RXN SMILES: Cl.Cl[CH2:3][CH2:4][NH:5][CH2:6][CH2:7]Cl.[CH:9]([C:12]1[CH:18]=[CH:17][CH:16]=[CH:15][C:13]=1[NH2:14])([CH3:11])[CH3:10].C(=O)([O-])[O-].[Na+].[Na+]>C(O)CCC>[CH3:10][CH:9]([C:12]1[CH:18]=[CH:17][CH:16]=[CH:15][C:13]=1[N:14]1[CH2:7][CH2:6][NH:5][CH2:4][CH2:3]1)[CH3:11] |f:0.1,3.4.5|. Reported procedure: A mixture of bis(2-chloroethyl)amine hydrochloride (19.78 g, 0.111 mole) and 200 mL of n-butanol was treated dropwise with 2-isopropylaniline (15.0 g, 0.111 mole) and the resulting mixture was stirred for 48 hr at reflux under an argon atmosphere. After cooling to room temperature, anhydrous sodium carbonate (5.86 g, 0.555 mole) was added and the reaction mixture was stirred for another 24 hr at reflux. The reaction was cooled in ice and a white precipitate was filtered off. This material was mi... The reactants are CCN=C=NCCCN(C)C, ClCCl, Cl, NCc1ccc(C(F)(F)F)nc1, O=C(O)CN1CCC(c2ccccc2)(c2ccccc2)C1=O. Yields the product O=C(CN1CCC(c2ccccc2)(c2ccccc2)C1=O)NCc1ccc(C(F)(F)F)nc1. Reaction SMILES: [CH2:2]([N:3]=[C:4]=[N:5][CH2:6][CH2:7][CH2:8][N:9]([CH3:10])[CH3:11])[CH3:12].[Cl:47][CH2:48][Cl:49].[ClH:1].[F:35][C:36]([c:37]1[cH:38][cH:39][c:40]([CH2:43][NH2:44])[cH:41][n:42]1)([F:45])[F:46].[O:13]=[C:14]1[N:15]([CH2:31][C:32](=[O:33])[OH:34])[CH2:16][CH2:17][C:18]1([c:19]1[cH:20][cH:21][cH:22][cH:23][cH:24]1)[c:25]1[cH:26][cH:27][cH:28][cH:29][cH:30]1>>[O:13]=[C:14]1[N:15]([CH2:31][C:32](=[O:33])[NH:44][CH2:43][c:40]2[cH:39][cH:38][c:37]([C:36]([F:35])([F:45])[F:46])[n:42][cH:41]2)[CH2:16][CH2:17][C:18]1([c:19]1[cH:20][cH:21][cH:22][cH:23][cH:24]1)[c:25]1[cH:26][cH:27][cH:28][cH:29][cH:30]1. Reaction SMILES: [F-].[K+].[Cl:3][C:4]1[CH:9]=[C:8]([Cl:10])[C:7]([O:11][CH3:12])=[CH:6][C:5]=1[N:13]1[C:17](=[O:18])[N:16]([CH2:19][CH2:20]OS(C)(=O)=O)[N:15]=[N:14]1>CN(C)C=O>[Cl:3][C:4]1[CH:9]=[C:8]([Cl:10])[C:7]([O:11][CH3:12])=[CH:6][C:5]=1[N:13]1[C:17](=[O:18])[N:16]([CH:19]=[CH2:20])[N:15]=[N:14]1 |f:0.1|. Procedure: A stirred mixture of 0.38 g (0.0066 mole) of potassium fluoride and 0.85 g (0.0022 mole) of 1-(2,4-dichloro-5-methoxyphenyl)-1,4-dihydro-4-[2(methylsulfonyloxy)ethyl]-5H-tetrazol-5-one in 35 mL of N,N-dimethylformamide was heated at 120°-130° C. for 2 hours, then stirred at room temperature for 3 days. The reaction mixture was poured into ice water then extracted with diethyl ether. The ether extract was dried over anhydrous magnesium sulfate, filtered, and the filtrate evaporated under reduced ... The solvent is CN(C=O)C (N,N-dimethylformamide). Yield: 39.6%. Product: ClC1=C(C=C(C(=C1)Cl)OC)N1N=NN(C1=O)C=C (1-(2,4-dichloro-5-methoxyphenyl)-4-ethenyl-1,4-dihydro-5H-tetrazol-5-one). Reactants: [F-].[K+] (potassium fluoride), ClC1=C(C=C(C(=C1)Cl)OC)N1N=NN(C1=O)CCOS(=O)(=O)C (1-(2,4-dichloro-5-methoxyphenyl)-1,4-dihydro-4-[2(methylsulfonyloxy)ethyl]-5H-tetrazol-5-one), ice water. Reaction conditions: time 3 day.